This data is from the Open Reaction Database (ORD), a public repository of structured organic reaction records. The task is: describe an organic reaction: reactants, conditions, products, and yield The reactants are FC(F)(F)[Si](C)(C)C ((trifluoromethyl)trimethylsilane), BrC1=CC=C(C=C1)\C=N/[S@](=O)C(C)(C)C ((N—Z)—N-[(4-bromophenyl)methylene]-(R)-2-methyl-propane-2-sulfinamide). Reagents/catalysts: C(C)(=O)[O-].C(CCC)[N+](CCCC)(CCCC)CCCC (tetrabutylammonium acetate). Solvent: CN(C)C=O (DMF). Reaction conditions: temperature 2.5 celsius, time 90 minute. The product is BrC1=CC=C(C=C1)[C@@H](C(F)(F)F)N[S@](=O)C(C)(C)C (N-[(1S)-1-(4-Bromophenyl)-2,2,2-trifluoro-ethyl]-(R)-2-methyl-propane-2-sulfinamide). Yield: 78.0%. As a reaction SMILES: [F:1][C:2]([Si](C)(C)C)([F:4])[F:3].[Br:9][C:10]1[CH:15]=[CH:14][C:13](/[CH:16]=[N:17]\[S@@:18]([C:20]([CH3:23])([CH3:22])[CH3:21])=[O:19])=[CH:12][CH:11]=1>C([O-])(=O)C.C([N+](CCCC)(CCCC)CCCC)CCC.CN(C=O)C>[Br:9][C:10]1[CH:11]=[CH:12][C:13]([C@H:16]([NH:17][S@@:18]([C:20]([CH3:23])([CH3:22])[CH3:21])=[O:19])[C:2]([F:4])([F:3])[F:1])=[CH:14][CH:15]=1 |f:2.3|. Procedure details: Add neat (trifluoromethyl)trimethylsilane (109 mL, 0.74 mol) at 0° C. to a stirred solution of tetrabutylammonium acetate (88 g, 0.29 mol) and (N—Z)—N-[(4-bromophenyl)methylene]-(R)-2-methyl-propane-2-sulfinamide (85 g, 0.29 mol) in DMF (1.2 L) at 0° C. Stir the mixture at 0-5° C. for 90 min. Add saturated aqueous ammonium chloride solution (1.2 L) and extract with EtOAc (4×400 mL). Combine the extracts and sequentially wash the extracts with water then brine (2×1 L); dry over magnesium sulphate...